This data is from the Open Reaction Database (ORD), a public repository of structured organic reaction records. The task is: describe an organic reaction: reactants, conditions, products, and yield The reactants are ClC1=NC2=CC=C(C=C2C(=C1)C)C (2-chloro-4,6-dimethylquinoline), C1(=CC=CC=C1)O (phenol), N (ammonia). Solvent: [OH-].[K+] (potassium hydroxide). Run at temperature 140 celsius, time 3 hour. Yields the product C(C)(=O)NC1=NC2=CC=C(C=C2C(=C1)C)C (2-acetamido-4,6-dimethylquinoline). As a reaction SMILES: Cl[C:2]1[CH:11]=[C:10]([CH3:12])[C:9]2[C:4](=[CH:5][CH:6]=[C:7]([CH3:13])[CH:8]=2)[N:3]=1.[C:14]1([OH:20])C=CC=C[CH:15]=1.[NH3:21]>[OH-].[K+]>[C:14]([NH:21][C:2]1[CH:11]=[C:10]([CH3:12])[C:9]2[C:4](=[CH:5][CH:6]=[C:7]([CH3:13])[CH:8]=2)[N:3]=1)(=[O:20])[CH3:15] |f:3.4|. Procedure details: A mixture of 2-chloro-4,6-dimethylquinoline (3.8 g, prepared as described in note q above) and phenol (14 g) was heated to 140° C. and dry ammonia gas was passed into the stirred mixture for 3 hours. After cooling the mixture was dissolved in an aqueous potassium hydroxide solution (10% w/v) and extracted with ethyl acetate (3×50 ml). The combined organic extracts were washed with aqueous N sodium hydroxide solution, dried (magnesium sulphate) and evaporated. The residue was purified by chromato... Procedure: To a solution of 60.2 g. of 4-carboxybutyltriphenylphosphonium bromide in 200 ml. of dimethylsulfoxide is added a solution of the sodium salt of dimethylsulfoxide. The solution is stirred for one hour and 6.8 g. of 3-hydroxyisochromane in 25 ml. of dimethylsulfoxide is added. The solution is stirred at room temperature for 40 hours and then poured into 1200 ml. of ice water and filtered. The filtrate is washed with ether-ethyl acetate (1:1) and acidified to pH2 with oxalic acid. The mixture is a... Run in CS(=O)C (dimethylsulfoxide), CS(=O)C (dimethylsulfoxide), CS(=O)C (dimethylsulfoxide). Starting materials: [Br-].C(=O)(O)CCCC[P+](C1=CC=CC=C1)(C1=CC=CC=C1)C1=CC=CC=C1 (4-carboxybutyltriphenylphosphonium bromide), [Na] (sodium), OC1OCC2=CC=CC=C2C1 (3-hydroxyisochromane). RXN SMILES: [Br-].[C:2]([CH2:5][CH2:6][CH2:7][CH2:8][P+](C1C=CC=CC=1)(C1C=CC=CC=1)C1C=CC=CC=1)([OH:4])=[O:3].[Na].O[CH:30]1[CH2:39][C:38]2[C:33](=[CH:34][CH:35]=[CH:36][CH:37]=2)[CH2:32][O:31]1>CS(C)=O>[OH:31][CH2:32][C:33]1[CH:34]=[CH:35][CH:36]=[CH:37][C:38]=1/[CH:39]=[CH:30]/[CH2:8][CH2:7][CH2:6][CH2:5][C:2]([OH:4])=[O:3] |f:0.1,^1:27|. Reaction conditions: time 1 hour. Product: OCC1=C(C=CC=C1)/C=C/CCCCC(=O)O (7-(2-hydroxymethylphenyl)trans-6-heptenoic acid). Starting materials: 1.0, ClC=1C=CC2=C(CCC3=C(C2=O)C=CC=C3OC)C1 (8-chloro-1-methoxy-10,11-dihydrodibenzo[a,d]cyclohepten-5-one), Br (HBr). Solvent: C(C)(=O)O (acetic acid). The product is ClC=1C=CC2=C(CCC3=C(C2=O)C=CC=C3O)C1 (8-Chloro-1-hydroxy-10,11-dihydrodibenzo[a,d]cyclohepten-5-one). Yield: 95.0%. RXN SMILES: [Cl:1][C:2]1[CH:3]=[CH:4][C:5]2[C:11](=[O:12])[C:10]3[CH:13]=[CH:14][CH:15]=[C:16]([O:17]C)[C:9]=3[CH2:8][CH2:7][C:6]=2[CH:19]=1.Br>C(O)(=O)C>[Cl:1][C:2]1[CH:3]=[CH:4][C:5]2[C:11](=[O:12])[C:10]3[CH:13]=[CH:14][CH:15]=[C:16]([OH:17])[C:9]=3[CH2:8][CH2:7][C:6]=2[CH:19]=1. Procedure details: For the synthesis of the title compound, 1.0 (4.87 mmol) g of 8-chloro-1-methoxy-10,11-dihydrodibenzo[a,d]cyclohepten-5-one, 10 ml of HBr (48%, aqueous) and 10 ml of glacial acetic acid are employed in method L. Yield: 95%; m.p.: 185° C.; GC 15.2 min; C15H11ClO2 (Mr=258.71)